This data is from the Open Reaction Database (ORD), a public repository of structured organic reaction records. The task is: describe an organic reaction: reactants, conditions, products, and yield Reactants: C=CC(=CC)CN1CCC(NC(C)c2ccccc2)=C(C(=O)OC)C1, CO, [OH-], [OH-], [Pd+2]. RXN SMILES: [CH3:1][O:2][C:3](=[O:4])[C:5]1=[C:10]([NH:11][CH:12]([CH3:13])[c:14]2[cH:15][cH:16][cH:17][cH:18][cH:19]2)[CH2:9][CH2:8][N:7]([CH2:20][C:21]([CH:22]=[CH2:23])=[CH:24][CH3:25])[CH2:6]1.[CH3:26][OH:27].[OH-:28].[OH-:30].[Pd+2:29]>>[CH3:1][O:2][C:3](=[O:4])[C:5]1=[C:10]([NH:11][CH:12]([CH3:13])[c:14]2[cH:15][cH:16][cH:17][cH:18][cH:19]2)[CH2:9][CH2:8][NH:7][CH2:6]1. Yields the product COC(=O)C1=C(NC(C)c2ccccc2)CCNC1.